From a dataset of the Open Reaction Database (ORD), a public repository of structured organic reaction records. describe an organic reaction: reactants, conditions, products, and yield Reactants: N1(CCCC2=CC=CC=C12)S(=O)(=O)C1=CC=C(C(=O)O)C=C1 (4-(3,4-dihydroquinolin-1(2H)-ylsulfonyl)benzoic acid), NC=1C=C(C=CC1)NC(C)=O (N-(3-aminophenyl)acetamide). The product is C(C)(=O)NC=1C=C(C=CC1)NC(C1=CC=C(C=C1)S(=O)(=O)N1CCCC2=CC=CC=C12)=O (N-(3-acetamidophenyl)-4-(3,4-dihydroquinolin-1(2H)-ylsulfonyl)benzamide). As a reaction SMILES: [N:1]1([S:11]([C:14]2[CH:22]=[CH:21][C:17]([C:18](O)=[O:19])=[CH:16][CH:15]=2)(=[O:13])=[O:12])[C:10]2[C:5](=[CH:6][CH:7]=[CH:8][CH:9]=2)[CH2:4][CH2:3][CH2:2]1.[NH2:23][C:24]1[CH:25]=[C:26]([NH:30][C:31](=[O:33])[CH3:32])[CH:27]=[CH:28][CH:29]=1>>[C:31]([NH:30][C:26]1[CH:25]=[C:24]([NH:23][C:18](=[O:19])[C:17]2[CH:16]=[CH:15][C:14]([S:11]([N:1]3[C:10]4[C:5](=[CH:6][CH:7]=[CH:8][CH:9]=4)[CH2:4][CH2:3][CH2:2]3)(=[O:13])=[O:12])=[CH:22][CH:21]=2)[CH:29]=[CH:28][CH:27]=1)(=[O:33])[CH3:32]. Procedure: 4-(3,4-dihydroquinolin-1(2H)-ylsulfonyl)benzoic acid (1) (100 mg, 0.32 mmol) was treated with N-(3-aminophenyl)acetamide (36 mg, 0.24 mmol) using method B. The residue was purified using flash chromatography eluting with 0-60% EtOAc in hexanes. The resulting solid was triturated with dichloromethane/hexanes to give N-(3-acetamidophenyl)-4-(3,4-dihydroquinolin-1(2H)-ylsulfonyl)benzamide as a white solid. Yield: 44 mg (40%). 1H-NMR: 10.46 (s, 1H), 9.97 (s, 1H), 8.08 (m, 1H), 8.04 (d, J=8.5 Hz, 2H)... Reactants: C([O-])([O-])=O.[Na+].[Na+] (sodium carbonate), [Na+].[I-] (NaI), BrC=1C=C2CCNCC2=CC1 (6-bromo-1,2,3,4-tetrahydro-isoquinoline), BrCC(=O)OC(C)(C)C (t-butyl bromoacetate). Solvent: C(C)#N (acetonitrile), O (Water). Reaction conditions: time 16 hour. The product is C(C)(C)(C)OC(CN1CC2=CC=C(C=C2CC1)Br)=O ((6-bromo-3,4-dihydro-1H-isoquinolin-2-yl)-acetic acid tert-butyl ester). Reaction SMILES: [Br:1][C:2]1[CH:3]=[C:4]2[C:9](=[CH:10][CH:11]=1)[CH2:8][NH:7][CH2:6][CH2:5]2.Br[CH2:13][C:14]([O:16][C:17]([CH3:20])([CH3:19])[CH3:18])=[O:15].C(=O)([O-])[O-].[Na+].[Na+].[Na+].[I-]>C(#N)C.O>[C:17]([O:16][C:14](=[O:15])[CH2:13][N:7]1[CH2:6][CH2:5][C:4]2[C:9](=[CH:10][CH:11]=[C:2]([Br:1])[CH:3]=2)[CH2:8]1)([CH3:20])([CH3:19])[CH3:18] |f:2.3.4,5.6|. Procedure: To a mixture of 6-bromo-1,2,3,4-tetrahydro-isoquinoline (10.60 g, 50 mmol) and t-butyl bromoacetate (9.95 g, 51 mmol, 1.02 eq.) in acetonitrile (100 ml) are added sodium carbonate (10.6 g, 100 mmol, 2.0 eq.) and NaI (375 mg, 2.5 mmol, 0.05 eq.). The resulting mixture is stirred at rt for 16 hr. Water (100 ml) is added to quench the reaction, and the acetonitrile is evaporated. The residue is extracted with EtOAc (100 ml×3), and the combined organic phase is dried over sodium sulfate and concentr...